From a dataset of the Open Reaction Database (ORD), a public repository of structured organic reaction records. describe an organic reaction: reactants, conditions, products, and yield Reactants: CC(C)(C)[Si](Oc1ccc(OCC(O)CNCCc2ccc(NC3CCN(C(=O)NCC4CCCC4)CC3)cc2)cc1)(c1ccccc1)c1ccccc1, CO, ClC(Cl)Cl. The product is O=C(NCC1CCCC1)N1CCC(Nc2ccc(CCNCC(O)COc3ccc(O)cc3)cc2)CC1. Reaction SMILES: [C:1]([Si:2]([c:3]1[cH:4][cH:5][cH:43][cH:44][cH:45]1)([O:6][c:7]1[cH:8][cH:9][c:10]([O:11][CH2:12][CH:13]([CH2:14][NH:15][CH2:16][CH2:17][c:18]2[cH:19][cH:20][c:21]([NH:22][CH:23]3[CH2:24][CH2:25][N:26]([C:29](=[O:30])[NH:31][CH2:32][CH:33]4[CH2:34][CH2:35][CH2:36][CH2:37]4)[CH2:27][CH2:28]3)[cH:38][cH:39]2)[OH:40])[cH:41][cH:42]1)[c:46]1[cH:47][cH:48][cH:49][cH:50][cH:51]1)([CH3:52])([CH3:53])[CH3:54].[CH3:55][OH:56].[CH:57]([Cl:58])([Cl:59])[Cl:60]>>[OH:6][c:7]1[cH:8][cH:9][c:10]([O:11][CH2:12][CH:13]([CH2:14][NH:15][CH2:16][CH2:17][c:18]2[cH:19][cH:20][c:21]([NH:22][CH:23]3[CH2:24][CH2:25][N:26]([C:29](=[O:30])[NH:31][CH2:32][CH:33]4[CH2:34][CH2:35][CH2:36][CH2:37]4)[CH2:27][CH2:28]3)[cH:38][cH:39]2)[OH:40])[cH:41][cH:42]1. The solvent is C(C1=CC=CC=C1)Br (benzyl bromide), CN(C)C=O (DMF). Starting materials: [H-].[Na+] (NaH), C1(=CC=CC=C1)C(=O)CC1=CC=CC=C1 (deoxybenzoin), oil. Product: C1(=CC=CC=C1)C(C(CC1=CC=CC=C1)C1=CC=CC=C1)=O (1,2,3-Triphenyl-1-propanone). RXN SMILES: [C:1]1([C:7]([CH2:9][C:10]2[CH:15]=[CH:14][CH:13]=[CH:12][CH:11]=2)=[O:8])[CH:6]=[CH:5][CH:4]=[CH:3][CH:2]=1.[H-].[Na+]>CN(C=O)C.C(Br)C1C=CC=CC=1>[C:1]1([C:7](=[O:8])[CH:9]([C:10]2[CH:11]=[CH:12][CH:13]=[CH:14][CH:15]=2)[CH2:7][C:1]2[CH:6]=[CH:5][CH:4]=[CH:3][CH:2]=2)[CH:2]=[CH:3][CH:4]=[CH:5][CH:6]=1 |f:1.2|. Procedure: To deoxybenzoin (0.20 g, 1.02 mmol) in DMF (5 mL) were added at 0° C. NaH in oil (0.050 g, 1.22 mmol) and benzyl bromide (183 μL). After 1 h at room temperature, the reaction mixture was partitioned between NH4OAc and ether. After usual work up procedure the title compound was purified by flash chromatography (0.95 g). Run at time 1 hour. Run in C1(=CC=CC=C1)C (toluene), C1(=CC=CC=C1)C (toluene). Yields the product FC1=C(C(=O)Cl)C=C(C(=C1OC(F)F)F)F (2,4,5-trifluoro-3-difluoromethoxybenzoyl chloride). Reactants: FC1=C(C(=O)O)C=C(C(=C1OC(F)F)F)F (2,4,5-trifluoro-3-difluoromethoxybenzoic acid), S(=O)(Cl)Cl (thionyl chloride), CN(C=O)C (N,N-dimethylformamide), S(=O)(Cl)Cl (thionyl chloride). Procedure details: In 37 ml of toluene was dissolved 30 g (0.124 mole) of 2,4,5-trifluoro-3-difluoromethoxybenzoic acid, and 35 ml of thionyl chloride and 0.5 ml of N,N-dimethylformamide were added thereto. The mixture was refluxed by heating for 4 hours. After the reaction, toluene and excess thionyl chloride were removed under reduced pressure to obtain 2,4,5-trifluoro-3-difluoromethoxybenzoyl chloride. As a reaction SMILES: [F:1][C:2]1[C:10]([O:11][CH:12]([F:14])[F:13])=[C:9]([F:15])[C:8]([F:16])=[CH:7][C:3]=1[C:4](O)=[O:5].S(Cl)([Cl:19])=O.CN(C)C=O>C1(C)C=CC=CC=1>[F:1][C:2]1[C:10]([O:11][CH:12]([F:14])[F:13])=[C:9]([F:15])[C:8]([F:16])=[CH:7][C:3]=1[C:4]([Cl:19])=[O:5]. Reactants: COC(N[C@@H]1CC2=CC=C(C=C2C1)Br)=O ((R)-(5-bromo-indan-2-yl)-carbamic acid methyl ester), C(C1=CC=CC=C1)(C1=CC=CC=C1)=N (benzophenone imine), C1(=CC=CC=C1)P(C1=C(C2=CC=CC=C2C=C1)C1=C(C=CC2=CC=CC=C12)P(C1=CC=CC=C1)C1=CC=CC=C1)C1=CC=CC=C1 ((±)-2,2′-bis(diphenylphosphino)-1,1′-binaphthyl), C[O-].[Na+] (sodium methoxide). Reagents/catalysts: C=1C=CC(=CC1)/C=C/C(=O)/C=C/C2=CC=CC=C2.C=1C=CC(=CC1)/C=C/C(=O)/C=C/C2=CC=CC=C2.C=1C=CC(=CC1)/C=C/C(=O)/C=C/C2=CC=CC=C2.[Pd].[Pd] (tris(dibenzylideneacetone)dipalladium(0)). Conditions: temperature 72.5 celsius. Product: COC(N[C@@H]1CC2=CC=C(C=C2C1)N=C(C1=CC=CC=C1)C1=CC=CC=C1)=O ((R)-[5-(diphenylmethylene)amino-indan-2-yl]-carbamic acid methyl ester). Reaction SMILES: [CH3:1][O:2][C:3](=[O:15])[NH:4][C@H:5]1[CH2:13][C:12]2[C:7](=[CH:8][CH:9]=[C:10](Br)[CH:11]=2)[CH2:6]1.[C:16](=[NH:29])([C:23]1[CH:28]=[CH:27][CH:26]=[CH:25][CH:24]=1)[C:17]1[CH:22]=[CH:21][CH:20]=[CH:19][CH:18]=1.C1(P(C2C=CC=CC=2)C2C=CC3C(=CC=CC=3)C=2C2C3C(=CC=CC=3)C=CC=2P(C2C=CC=CC=2)C2C=CC=CC=2)C=CC=CC=1.C[O-].[Na+]>C1C=CC(/C=C/C(/C=C/C2C=CC=CC=2)=O)=CC=1.C1C=CC(/C=C/C(/C=C/C2C=CC=CC=2)=O)=CC=1.C1C=CC(/C=C/C(/C=C/C2C=CC=CC=2)=O)=CC=1.[Pd].[Pd]>[CH3:1][O:2][C:3](=[O:15])[NH:4][C@H:5]1[CH2:13][C:12]2[C:7](=[CH:8][CH:9]=[C:10]([N:29]=[C:16]([C:17]3[CH:22]=[CH:21][CH:20]=[CH:19][CH:18]=3)[C:23]3[CH:28]=[CH:27][CH:26]=[CH:25][CH:24]=3)[CH:11]=2)[CH2:6]1 |f:3.4,5.6.7.8.9|. Procedure details: A mixture of 94.55 g of (R)-(5-bromo-indan-2-yl)-carbamic acid methyl ester, 69.78 g of benzophenone imine, 2.32 g of (±)-2,2′-bis(diphenylphosphino)-1,1′-binaphthyl, 26.47 g of sodium methoxide, and 1.60 g of tris(dibenzylideneacetone)dipalladium(0) in 875 mL of deoxygenated and dry toluene is stirred under nitrogen and heated to an internal temperature of 70-75° C. over a period of 15 minutes. The mixture is stirred at this temperature for 16 hours, and cooled to 30-35° C. over a period of 30 ... Starting materials: CNC, CO, CN1CC(C)(CCCl)Oc2ncccc2C1=S. The product is CN(C)CCC1(C)CN(C)C(=S)c2cccnc2O1, Cl. RXN SMILES: [CH3:18][NH:19][CH3:20].[CH3:21][OH:22].[Cl:1][CH2:2][CH2:3][C:4]1([CH3:17])[O:5][c:6]2[c:7]([cH:13][cH:14][cH:15][n:16]2)[C:8](=[S:12])[N:9]([CH3:11])[CH2:10]1>>[CH2:2]([CH2:3][C:4]1([CH3:17])[O:5][c:6]2[c:7]([cH:13][cH:14][cH:15][n:16]2)[C:8](=[S:12])[N:9]([CH3:11])[CH2:10]1)[N:19]([CH3:18])[CH3:20].[ClH:1]. The reactants are COC1=NC2=CC=CC=C2C=C1NC(=O)N1CCN(CC1)C1=CC(=CC(=C1)OC)OC (1-[(2-Methoxyquinolin-3-yl)aminocarbonyl]-4-(3,5-dimethoxyphenyl)piperazine), [H-].[Na+] (sodium hydride), IC (Iodomethane). Conditions: time 15 minute. Product: COC1=NC2=CC=CC=C2C=C1N(C(=O)N1CCN(CC1)C1=CC(=CC(=C1)OC)OC)C (1-[N-(2-Methoxyquinolin-3-yl)-N-methylaminocarbonyl]-4-(3,5-dimethoxyphenyl)piperazine). Yield: 93.0%. As a reaction SMILES: [CH3:1][O:2][C:3]1[C:12]([NH:13][C:14]([N:16]2[CH2:21][CH2:20][N:19]([C:22]3[CH:27]=[C:26]([O:28][CH3:29])[CH:25]=[C:24]([O:30][CH3:31])[CH:23]=3)[CH2:18][CH2:17]2)=[O:15])=[CH:11][C:10]2[C:5](=[CH:6][CH:7]=[CH:8][CH:9]=2)[N:4]=1.[H-].[Na+].I[CH3:35]>>[CH3:1][O:2][C:3]1[C:12]([N:13]([CH3:35])[C:14]([N:16]2[CH2:21][CH2:20][N:19]([C:22]3[CH:27]=[C:26]([O:28][CH3:29])[CH:25]=[C:24]([O:30][CH3:31])[CH:23]=3)[CH2:18][CH2:17]2)=[O:15])=[CH:11][C:10]2[C:5](=[CH:6][CH:7]=[CH:8][CH:9]=2)[N:4]=1 |f:1.2|. Procedure: 1-[(2-Methoxyquinolin-3-yl)aminocarbonyl]-4-(3,5-dimethoxyphenyl)piperazine(106 mg, 0.25 mmol) was dissolved in dimethylfonnamide(15 ml) and sodium hydride(6.0 mg, 0.25 mmol) was added and the solution was stirred at room temperature for 15 min. Iodomethane(35 mg, 0.25 mmol) was added to the above solution. The mixture was stirred at room temperature for 16 hours and concentrated under the reduced pressure to remove dimethylformamide. The concentrate was purified by column chromatography(ethylac...